From a dataset of the Open Reaction Database (ORD), a public repository of structured organic reaction records. describe an organic reaction: reactants, conditions, products, and yield Reactants: O=S(=O)(Cl)c1ccc(Br)cc1F, ClCCl, Nc1nccs1, c1ccncc1. The product is O=S(=O)(Nc1nccs1)c1ccc(Br)cc1F. As a reaction SMILES: [Br:16][c:17]1[cH:18][c:19]([F:27])[c:20]([S:23](=[O:24])(=[O:25])[Cl:26])[cH:21][cH:22]1.[CH2:13]([Cl:14])[Cl:15].[NH2:1][c:2]1[s:3][cH:4][cH:5][n:6]1.[cH:7]1[cH:8][cH:9][n:10][cH:11][cH:12]1>>[NH:1]([c:2]1[s:3][cH:4][cH:5][n:6]1)[S:23]([c:20]1[c:19]([F:27])[cH:18][c:17]([Br:16])[cH:22][cH:21]1)(=[O:24])=[O:25]. Reactants: CON(C(=O)C1=CN(C2=CC=CC=C2C1=O)CC1=NC(=CC=C1)Br)C (1-(6-bromo-pyridin-2-ylmethyl)-4-oxo-1,4-dihydro-quinoline-3-carboxylic acid methoxy-methyl-amide), white solid, C1CCOC1 (THF). Run in C(C)(C)C1=CC=C(C=C1)[Mg]Br (4-iso-propylphenylmagnesium bromide). The product is BrC1=CC=CC(=N1)CN1C=C(C(C2=CC=CC=C12)=O)C(C1=CC=C(C=C1)C(C)C)=O (1-(6-Bromo-pyridin-2-ylmethyl)-3-(4-isopropyl-benzoyl)-1H-quinolin-4-one). Reaction SMILES: CON(C)[C:4]([C:6]1[C:15](=[O:16])[C:14]2[C:9](=[CH:10][CH:11]=[CH:12][CH:13]=2)[N:8]([CH2:17][C:18]2[CH:23]=[CH:22][CH:21]=[C:20]([Br:24])[N:19]=2)[CH:7]=1)=[O:5].[CH2:26]1[CH2:30]O[CH2:28][CH2:27]1>C(C1C=CC([Mg]Br)=CC=1)(C)C>[Br:24][C:20]1[N:19]=[C:18]([CH2:17][N:8]2[C:9]3[C:14](=[CH:13][CH:12]=[CH:11][CH:10]=3)[C:15](=[O:16])[C:6]([C:4](=[O:5])[C:26]3[CH:30]=[CH:10][C:9]([CH:14]([CH3:15])[CH3:13])=[CH:28][CH:27]=3)=[CH:7]2)[CH:23]=[CH:22][CH:21]=1. Reported procedure: Experimental conditions analogous to those described for Step 6 of Example 60 from 90 mg (0.22 mmol) of 1-(6-bromo-pyridin-2-ylmethyl)-4-oxo-1,4-dihydro-quinoline-3-carboxylic acid methoxy-methyl-amide in 1 mL THF and 0.98 mL 0.5M 4-iso-propylphenylmagnesium bromide. Yield: 52 mg of a white solid. LC-MSD, m/z for C25H21N2O2 [M+H]+=461.0, 463.0; HPLC retention time: 2.7 min. As a reaction SMILES: [NH2:1][CH2:2][CH2:3][CH2:4][PH:5](=[O:7])[OH:6].[OH-].[Na+].Cl[C:11]([O:13][CH2:14][C:15]1[CH:20]=[CH:19][CH:18]=[CH:17][CH:16]=1)=[O:12]>O>[CH2:14]([O:13][C:11]([NH:1][CH2:2][CH2:3][CH2:4][PH:5](=[O:6])[OH:7])=[O:12])[C:15]1[CH:20]=[CH:19][CH:18]=[CH:17][CH:16]=1 |f:1.2|. Run at time 3 hour. The reactants are [OH-].[Na+] (sodium hydroxide), NCCCP(O)=O (3-aminopropylphosphinic acid), ClC(=O)OCC1=CC=CC=C1 (benzyl chloroformate). Procedure: A solution of 5.0 g of 3-aminopropylphosphinic acid in 200 ml of water is cooled to 5°, and the pH adjusted to 9.5 with 2 molar sodium hydroxide solution. To this mixture is added 6.8 g of benzyl chloroformate whilst maintaining the pH and temperature. After the addition is complete the mixture is stirred for 3 hours at pH 9.5 at room temperature and left to stand overnight. The mixture is then extracted with 100 ml of ether and the aqueous layer stirred at 5° with an equal volume of chloroform.... Solvent: O (water). Yields the product C(C1=CC=CC=C1)OC(=O)NCCCP(O)=O (3-(N-benzyloxycarbonylamino)propylphosphinic acid). Reactants: BrC1=CC(=C(C=C1Cl)N1C(C=CC2=CC(=CC=C12)S(=O)(=O)NC1=NOC=C1)=O)OC (1-(4-bromo-5-chloro-2-methoxyphenyl)-N-(isoxazol-3-yl)-2-oxo-1,2-dihydroquinoline-6-sulfonamide), ClC1=C(C=C(C=C1)B(O)O)C ((4-chloro-3-methylphenyl)boronic acid), C([O-])([O-])=O.[K+].[K+] (potassium carbonate). Reagents/catalysts: C=1C=CC(=CC1)[P](C=2C=CC=CC2)(C=3C=CC=CC3)[Pd]([P](C=4C=CC=CC4)(C=5C=CC=CC5)C=6C=CC=CC6)([P](C=7C=CC=CC7)(C=8C=CC=CC8)C=9C=CC=CC9)[P](C=1C=CC=CC1)(C=1C=CC=CC1)C=1C=CC=CC1 (Pd(Ph3P)4). Run at temperature 90 celsius. Yields the product ClC1=C(C=C(C(=C1)N1C(C=CC2=CC(=CC=C12)S(=O)(=O)NC1=NOC=C1)=O)OC)C1=CC(=C(C=C1)Cl)C (1-(2,4′-dichloro-5-methoxy-3′-methyl-[1,1′-biphenyl]-4-yl)-N-(isoxazol-3-yl)-2-oxo-1,2-dihydroquinoline-6-sulfonamide). As a reaction SMILES: Br[C:2]1[C:7]([Cl:8])=[CH:6][C:5]([N:9]2[C:18]3[C:13](=[CH:14][C:15]([S:19]([NH:22][C:23]4[CH:27]=[CH:26][O:25][N:24]=4)(=[O:21])=[O:20])=[CH:16][CH:17]=3)[CH:12]=[CH:11][C:10]2=[O:28])=[C:4]([O:29][CH3:30])[CH:3]=1.[Cl:31][C:32]1[CH:37]=[CH:36][C:35](B(O)O)=[CH:34][C:33]=1[CH3:41].C(=O)([O-])[O-].[K+].[K+]>C1C=CC([P]([Pd]([P](C2C=CC=CC=2)(C2C=CC=CC=2)C2C=CC=CC=2)([P](C2C=CC=CC=2)(C2C=CC=CC=2)C2C=CC=CC=2)[P](C2C=CC=CC=2)(C2C=CC=CC=2)C2C=CC=CC=2)(C2C=CC=CC=2)C2C=CC=CC=2)=CC=1>[Cl:8][C:7]1[CH:6]=[C:5]([N:9]2[C:18]3[C:13](=[CH:14][C:15]([S:19]([NH:22][C:23]4[CH:27]=[CH:26][O:25][N:24]=4)(=[O:20])=[O:21])=[CH:16][CH:17]=3)[CH:12]=[CH:11][C:10]2=[O:28])[C:4]([O:29][CH3:30])=[CH:3][C:2]=1[C:35]1[CH:36]=[CH:37][C:32]([Cl:31])=[C:33]([CH3:41])[CH:34]=1 |f:2.3.4,^1:51,53,72,91|. Reported procedure: The following compounds were made via method 65. A vial was charged with 1-(4-bromo-5-chloro-2-methoxyphenyl)-N-(isoxazol-3-yl)-2-oxo-1,2-dihydroquinoline-6-sulfonamide (0.300 g, 0.587 mmol), (4-chloro-3-methylphenyl)boronic acid (0.150 g, 0.881 mmol), potassium carbonate (0.244 g, 1.762 mmol), and Pd(Ph3P)4 (0.068 g, 0.059 mmol). The vial was flushed with Ar (g), then 1,4-dioxane (2.2 mL) and water (0.73 mL) were added. The vial was sealed and heated to 90° C. for 2 h. The mixture was cooled, q... The reactants are COC(=O)C(Cc1ccc(C2CC(=O)N(COCC[Si](C)(C)C)S2(=O)=O)c(Br)c1)NC(=O)OCc1ccccc1, ClCCl, O=C(O)C(F)(F)F. RXN SMILES: [CH2:1]([c:2]1[cH:3][cH:4][cH:5][cH:6][cH:7]1)[O:8][C:9](=[O:10])[NH:11][CH:12]([C:13](=[O:14])[O:15][CH3:16])[CH2:17][c:18]1[cH:19][c:20]([Br:40])[c:21]([CH:24]2[CH2:25][C:26](=[O:39])[N:27]([CH2:31][O:32][CH2:33][CH2:34][Si:35]([CH3:36])([CH3:37])[CH3:38])[S:28]2(=[O:29])=[O:30])[cH:22][cH:23]1.[Cl:48][CH2:49][Cl:50].[OH:41][C:42]([C:43]([F:44])([F:45])[F:46])=[O:47]>>[CH2:1]([c:2]1[cH:3][cH:4][cH:5][cH:6][cH:7]1)[O:8][C:9](=[O:10])[NH:11][CH:12]([C:13](=[O:14])[O:15][CH3:16])[CH2:17][c:18]1[cH:19][c:20]([Br:40])[c:21]([CH:24]2[CH2:25][C:26](=[O:39])[NH:27][S:28]2(=[O:29])=[O:30])[cH:22][cH:23]1. The product is COC(=O)C(Cc1ccc(C2CC(=O)NS2(=O)=O)c(Br)c1)NC(=O)OCc1ccccc1.